From a dataset of the Open Reaction Database (ORD), a public repository of structured organic reaction records. describe an organic reaction: reactants, conditions, products, and yield Starting materials: NC1=C(C=NC=C1)S(=O)(=O)N (4-aminopyridine-3-sulfonamide). Solvent: C(CCC)(=O)OC(CCC)=O (butyric anhydride). Run at temperature 180 celsius. The product is O.C(CC)C1=NS(C2=C(N1)C=CN=C2)(=O)=O (3-PROPYL-4H-PYRIDO[4,3-e][1,2,4]THIADIAZINE 1,1-DIOXIDE MONOHYDRATE). As a reaction SMILES: [NH2:1][C:2]1[CH:7]=[CH:6][N:5]=[CH:4][C:3]=1[S:8]([NH2:11])(=[O:10])=[O:9]>C(OC(=O)CCC)(=O)CCC>[OH2:9].[CH2:2]([C:7]1[NH:1][C:2]2[CH:7]=[CH:6][N:5]=[CH:4][C:3]=2[S:8](=[O:10])(=[O:9])[N:11]=1)[CH2:3][CH3:4] |f:2.3|. Procedure: A mixture of 1 g of 4-aminopyridine-3-sulfonamide (Preparation 2) and 10 cm3 of butyric anhydride is heated to 180° C. for 18 hours. After cooling, the crystals obtained are collected on a filter, washed with a small amount of butyric anhydride and with diethyl ether and then dried. The product is recrystallized from hot water.